This data is from the Open Reaction Database (ORD), a public repository of structured organic reaction records. The task is: describe an organic reaction: reactants, conditions, products, and yield Procedure details: A mixture consisting of 4-methyl-7-(2,2,2-trifluoroethoxy)tryptophol (9.8 g, 0.036 mol), methyl 3-methoxy-2-pentenoate (5.0 g, 0.035 mol), CH2Cl2 (400 mL) and BF3.Et2O (1 mL) was stirred at room temperature for 3 hours, washed with 5% NaHCO3, water, dried (MgSO4) and concentrated to afford 12 g of crude 1-ethyl-1,3,4,9-tetrahydro-5-methyl-8-(2,2,2-trifluoroethoxy)-pyrano[3,4-b]indole-1-acetic acid, methyl ester. Flash chromatography using 13% EtOAc-hexane gave 7.2 g of solid ester, mp 138°-140° ... Reaction SMILES: [CH2:1]([C:3]1([CH2:23][C:24]([O:26]C)=[O:25])[C:8]2[NH:9][C:10]3[C:15]([C:7]=2[CH2:6][CH2:5][O:4]1)=[C:14]([CH3:16])[CH:13]=[CH:12][C:11]=3[O:17][CH2:18][C:19]([F:22])([F:21])[F:20])[CH3:2].O>CO>[CH2:1]([C:3]1([CH2:23][C:24]([OH:26])=[O:25])[C:8]2[NH:9][C:10]3[C:15]([C:7]=2[CH2:6][CH2:5][O:4]1)=[C:14]([CH3:16])[CH:13]=[CH:12][C:11]=3[O:17][CH2:18][C:19]([F:21])([F:20])[F:22])[CH3:2]. The solvent is CO (MeOH). Yields the product C(C)C1(OCCC2=C1NC1=C(C=CC(=C21)C)OCC(F)(F)F)CC(=O)O (1-Ethyl-1,3,4,9-tetrahydro-5-methyl-8-(2,2,2-trifluoroethoxy)-pyrano[3,4-b]indole-1-acetic Acid). Reactants: C(C)C1(OCCC2=C1NC1=C(C=CC(=C21)C)OCC(F)(F)F)CC(=O)OC (1-ethyl-1,3,4,9-tetrahydro-5-methyl-8-(2,2,2-trifluoroethoxy)-pyrano[3,4-b]indole-1-acetic acid, methyl ester), O (water). Starting materials: Cc1cccc(C)c1NCc1nnn(C)n1, COC(OC)C1(C)Oc2ccc([N+](=O)[O-])cc2C2OC21. The product is COC(OC)C1(C)Oc2ccc([N+](=O)[O-])cc2C(N(Cc2nnn(C)n2)c2c(C)cccc2C)C1O. RXN SMILES: [CH3:21][c:22]1[c:23]([NH:29][CH2:30][c:31]2[n:32][n:33][n:34]([CH3:36])[n:35]2)[c:24]([CH3:28])[cH:25][cH:26][cH:27]1.[N+:1](=[O:2])([O-:3])[c:4]1[cH:5][cH:6][c:7]2[c:8]([cH:20]1)[CH:9]1[CH:10]([C:11]([CH:13]([O:14][CH3:15])[O:16][CH3:17])([CH3:18])[O:12]2)[O:19]1>>[N+:1](=[O:2])([O-:3])[c:4]1[cH:5][cH:6][c:7]2[c:8]([cH:20]1)[CH:9]([N:29]([c:23]1[c:22]([CH3:21])[cH:27][cH:26][cH:25][c:24]1[CH3:28])[CH2:30][c:31]1[n:32][n:33][n:34]([CH3:36])[n:35]1)[CH:10]([OH:19])[C:11]([CH:13]([O:14][CH3:15])[O:16][CH3:17])([CH3:18])[O:12]2.